Dataset: the Open Reaction Database (ORD), a public repository of structured organic reaction records. Task: describe an organic reaction: reactants, conditions, products, and yield Reactants: CO, O=C(O)c1oc(=O)c2ccc(Cl)cc2c1-c1ccccc1, O=S(=O)(O)O. Yields the product COC(=O)c1oc(=O)c2ccc(Cl)cc2c1-c1ccccc1. RXN SMILES: [CH3:27][OH:28].[Cl:1][c:2]1[cH:3][c:4]2[c:5](-[c:16]3[cH:17][cH:18][cH:19][cH:20][cH:21]3)[c:6]([C:13](=[O:14])[OH:15])[o:7][c:8](=[O:9])[c:10]2[cH:11][cH:12]1.[S:22](=[O:23])(=[O:24])([OH:25])[OH:26]>>[Cl:1][c:2]1[cH:3][c:4]2[c:5](-[c:16]3[cH:17][cH:18][cH:19][cH:20][cH:21]3)[c:6]([C:13]([O:14][CH3:27])=[O:15])[o:7][c:8](=[O:9])[c:10]2[cH:11][cH:12]1. RXN SMILES: [CH3:1][O:2][C:3]1[CH:8]=[CH:7][C:6]([CH:9]([C:29]2[CH:34]=[CH:33][C:32]([O:35][CH3:36])=[CH:31][CH:30]=2)[NH:10][C:11]([C:13]2[C:18]([NH:19][C:20]3[CH:25]=[C:24]([CH3:26])[CH:23]=[C:22]([CH3:27])[N:21]=3)=[CH:17][C:16](Br)=[CH:15][N:14]=2)=[O:12])=[CH:5][CH:4]=1.[C:37]([NH:40][CH2:41][CH:42]([NH:45][C:46](=[O:52])[O:47][C:48]([CH3:51])([CH3:50])[CH3:49])[CH2:43][NH2:44])(=[O:39])[CH3:38].CC1(C)C2C(=C(P(C3C=CC=CC=3)C3C=CC=CC=3)C=CC=2)OC2C(P(C3C=CC=CC=3)C3C=CC=CC=3)=CC=CC1=2.C(=O)([O-])[O-].[Cs+].[Cs+]>C1C=CC(/C=C/C(/C=C/C2C=CC=CC=2)=O)=CC=1.C1C=CC(/C=C/C(/C=C/C2C=CC=CC=2)=O)=CC=1.C1C=CC(/C=C/C(/C=C/C2C=CC=CC=2)=O)=CC=1.[Pd].[Pd].O1CCOCC1>[C:37]([NH:40][CH2:41][CH:42]([NH:45][C:46](=[O:52])[O:47][C:48]([CH3:51])([CH3:50])[CH3:49])[CH2:43][NH:44][C:16]1[CH:15]=[N:14][C:13]([C:11](=[O:12])[NH:10][CH:9]([C:29]2[CH:34]=[CH:33][C:32]([O:35][CH3:36])=[CH:31][CH:30]=2)[C:6]2[CH:7]=[CH:8][C:3]([O:2][CH3:1])=[CH:4][CH:5]=2)=[C:18]([NH:19][C:20]2[CH:25]=[C:24]([CH3:26])[CH:23]=[C:22]([CH3:27])[N:21]=2)[CH:17]=1)(=[O:39])[CH3:38] |f:3.4.5,6.7.8.9.10|. The product is C(C)(=O)NCC(CNC=1C=NC(=C(C1)NC1=NC(=CC(=C1)C)C)C(NC(C1=CC=C(C=C1)OC)C1=CC=C(C=C1)OC)=O)NC(OC(C)(C)C)=O (tert-butyl {1-(acetylamino)-3-[(6-{[bis(4-methoxyphenyl)methyl]carbamoyl}-5-[(4,6-dimethylpyridin-2-yl)amino]pyridin-3-yl)amino]propan-2-yl}carbamate). The reactants are COC1=CC=C(C=C1)C(NC(=O)C1=NC=C(C=C1NC1=NC(=CC(=C1)C)C)Br)C1=CC=C(C=C1)OC (N-[bis(4-methoxyphenyl)methyl]-5-bromo-3-[(4,6-dimethylpyridin-2-yl)amino]pyridine-2-carboxamide), C(C)(=O)NCC(CN)NC(OC(C)(C)C)=O (tert-butyl [1-(acetylamino)-3-aminopropan-2-yl]carbamate), CC1(C2=C(C(=CC=C2)P(C3=CC=CC=C3)C4=CC=CC=C4)OC5=C(C=CC=C51)P(C6=CC=CC=C6)C7=CC=CC=C7)C (Xantphos), C([O-])([O-])=O.[Cs+].[Cs+] (cesium carbonate). Solvent: O1CCOCC1 (1,4-Dioxane). Procedure: To a flask were added N-[bis(4-methoxyphenyl)methyl]-5-bromo-3-[(4,6-dimethylpyridin-2-yl)amino]pyridine-2-carboxamide (100 mg, 0.183 mmol) (PrepEx 1.11), tert-butyl [1-(acetylamino)-3-aminopropan-2-yl]carbamate (51 mg, 0.22 mmol), tris(dibenzylideneacetone)dipalladium(0) (17 mg, 0.018 mmol), Xantphos (21 mg, 0.037 mmol) and cesium carbonate (131 mg, 0.402 mmol). 1,4-Dioxane (1 mL) was added, and the reaction mixture was purged with nitrogen for 5 minutes. The reaction mixture was then stirred a... Run at temperature 80 celsius, time 16 hour. Reagents/catalysts: C=1C=CC(=CC1)/C=C/C(=O)/C=C/C2=CC=CC=C2.C=1C=CC(=CC1)/C=C/C(=O)/C=C/C2=CC=CC=C2.C=1C=CC(=CC1)/C=C/C(=O)/C=C/C2=CC=CC=C2.[Pd].[Pd] (tris(dibenzylideneacetone)dipalladium(0)). Reactants: CN1CCNCC1, CS(C)=O, O=[N+]([O-])c1ccc(F)c(Cl)c1, [K+], [K+], O=C([O-])[O-], O. Product: CN1CCN(c2ccc([N+](=O)[O-])cc2Cl)CC1. As a reaction SMILES: [CH3:18][N:19]1[CH2:20][CH2:21][NH:22][CH2:23][CH2:24]1.[CH3:26][S:27]([CH3:28])=[O:29].[Cl:1][c:2]1[cH:3][c:4]([N+:9](=[O:10])[O-:11])[cH:5][cH:6][c:7]1[F:8].[K+:12].[K+:13].[O-:14][C:15]([O-:16])=[O:17].[OH2:25]>>[Cl:1][c:2]1[cH:3][c:4]([N+:9](=[O:10])[O-:11])[cH:5][cH:6][c:7]1[N:22]1[CH2:21][CH2:20][N:19]([CH3:18])[CH2:24][CH2:23]1. Reactants: C(=O)C=C (acrolein), C(C)OC(OCC)OCC (triethylorthoformate), C1(=CC=C(C=C1)S(=O)(=O)O)C (p-toluene sulfonic acid). Run in C(C)O (ethanol). Run at temperature 5 celsius. Product: C(C)OC(C=C)OCC (3,3-diethoxy-1-propene). Isolated yield 48.0%. As a reaction SMILES: [CH:1]([CH:3]=C)=O.C(O[CH:8]([O:12][CH2:13][CH3:14])[O:9][CH2:10][CH3:11])C.C1(C)C=CC(S(O)(=O)=O)=CC=1>C(O)C>[CH2:13]([O:12][CH:8]([O:9][CH2:10][CH3:11])[CH:1]=[CH2:3])[CH3:14]. Procedure details: After 10 ml of acrolein commercially available from Aldrich, Co. is dissolved in 50 ml of anhydroust ethanol, 19 ml of triethylorthoformate and p-toluene sulfonic acid are added to the solution, and the resulting mixture is allowed to reflux under a nitrogen atmosphere for 5 hours. After that, the resulting solution is cooled to a temperature of 5° C., extracted with diethyl ether, washed with 5% sodium bicarbonate (NaHCO3) aqueous solution, dried with anhydrous magnesium sulfate (MgSO4), and th...